Dataset: the Open Reaction Database (ORD), a public repository of structured organic reaction records. Task: describe an organic reaction: reactants, conditions, products, and yield Reactants: C(=O)(OC(C)(C)C)N[C@H](CC1=CC=CC=C1)C(=O)O (Boc-D-phenylalanine), NC1C(N(C2=C(C(=N1)C1=C(C=CC=C1)F)C=CC=C2)C)=O (3(R,S)-amino- 1,3-dihydro-1-methyl-5-(2-fluorophenyl)-2H-1,4-benzodiazepin-2-one), C1(CCCCC1)N=C=NC1CCCCC1 (dicyclohexylcarbodiimide). Yields the product CC(C)(C)OC(NC(C(=O)NC1C(N(C2=C(C(=N1)C1=C(C=CC=C1)F)C=CC=C2)C)=O)CC2=CC=CC=C2)=O ((2-((5-(2-Fluorophenyl)-2,3-dihydro-1-methyl-2-oxo-1H-1,4-benzodiazepin-3-yl)amino)-2-oxo-1-(phenylmethyl) ethyl)-carbamic acid 1,1-dimethylethyl ester). Reaction SMILES: [C:1]([NH:8][C@@H:9]([C:17]([OH:19])=O)[CH2:10][C:11]1[CH:16]=[CH:15][CH:14]=[CH:13][CH:12]=1)([O:3][C:4]([CH3:7])([CH3:6])[CH3:5])=[O:2].[NH2:20][CH:21]1[N:27]=[C:26]([C:28]2[CH:33]=[CH:32][CH:31]=[CH:30][C:29]=2[F:34])[C:25]2[CH:35]=[CH:36][CH:37]=[CH:38][C:24]=2[N:23]([CH3:39])[C:22]1=[O:40].C1(N=C=NC2CCCCC2)CCCCC1>>[CH3:7][C:4]([O:3][C:1](=[O:2])[NH:8][CH:9]([CH2:10][C:11]1[CH:12]=[CH:13][CH:14]=[CH:15][CH:16]=1)[C:17]([NH:20][CH:21]1[N:27]=[C:26]([C:28]2[CH:33]=[CH:32][CH:31]=[CH:30][C:29]=2[F:34])[C:25]2[CH:35]=[CH:36][CH:37]=[CH:38][C:24]=2[N:23]([CH3:39])[C:22]1=[O:40])=[O:19])([CH3:5])[CH3:6]. Reported procedure: The procedure of Example 77 was carried out in which Boc-D-phenylalanine was coupled to 3(R,S)-amino- 1,3-dihydro-1-methyl-5-(2-fluorophenyl)-2H-1,4-benzodiazepin-2-one using dicyclohexylcarbodiimide. Following the identical work-up and purification procedure of Example 77 gave the analytical product. Reactants: ClC=1C=CC(=C(C1)S(=O)(=O)Cl)OC (5-chloro-2-methoxybenzenesulfonyl chloride), N1=CC=CC=C1 (pyridine), [N+](=O)([O-])C1=CC=C2CCCNC2=C1 (7-nitro-1,2,3,4-tetrahydro-quinoline). The solvent is ClCCl (dichloromethane), ClCCl (dichloromethane). Reaction conditions: time 120 hour. Product: ClC=1C=CC(=C(C1)S(=O)(=O)N1CCCC2=CC=C(C=C12)[N+](=O)[O-])OC (1-(5-chloro-2-methoxy-benzenesulfonyl)-7-nitro-1,2,3,4-tetrahydro-quinoline). Reaction SMILES: [Cl:1][C:2]1[CH:3]=[CH:4][C:5]([O:12][CH3:13])=[C:6]([S:8](Cl)(=[O:10])=[O:9])[CH:7]=1.N1C=CC=CC=1.[N+:20]([C:23]1[CH:32]=[C:31]2[C:26]([CH2:27][CH2:28][CH2:29][NH:30]2)=[CH:25][CH:24]=1)([O-:22])=[O:21]>ClCCl>[Cl:1][C:2]1[CH:3]=[CH:4][C:5]([O:12][CH3:13])=[C:6]([S:8]([N:30]2[C:31]3[C:26](=[CH:25][CH:24]=[C:23]([N+:20]([O-:22])=[O:21])[CH:32]=3)[CH2:27][CH2:28][CH2:29]2)(=[O:10])=[O:9])[CH:7]=1. Reported procedure: A solution of 5-chloro-2-methoxybenzenesulfonyl chloride (2.75 g, 11.20 mmol) in dichloromethane (0.15 L) was treated with pyridine (14.59 mL, 181.26 mmol) and a solution of 7-nitro-1,2,3,4-tetrahydro-quinoline (1.90 g, 10.66 mmol) in dichloromethane (6.00 mL). The mixture was stirred at room temperature for 120 hours, then the volatiles were evaporated. The residue was redissolved in dichloromethane and washed with water. The organic phase was dried over magnesium sulphate and evaporated. The r... The reactants are FC(C(=O)O)(F)F.FC(C(=O)O)(F)F.ClC=1C=NC=2NC=3C=CC=C(CCC4=C(C=CC(NC1N2)=C4)NC(=O)C4CCNCC4)C3 (N-[6-chloro-2,4,8,22-tetraazatetracyclo[14.3.1.1(3,7).1(9,13)]docosa-1(20),3(22),4,6,9(21),10,12,16,18-nonaen-12-yl]piperidine-4-carboxamide bis(trifluoroacetate)), CC1=NOC(=C1C(=O)Cl)C (3,5-dimethylisoxazole-4-carbonyl chloride). Reaction SMILES: [F:1][C:2]([F:7])([F:6])[C:3]([OH:5])=[O:4].FC(F)(F)C(O)=O.[Cl:15][C:16]1[CH:17]=[N:18][C:19]2[NH:20][C:21]3[CH:22]=[CH:23][CH:24]=[C:25]([CH:46]=3)[CH2:26][CH2:27][C:28]3[CH:36]=[C:32]([NH:33][C:34]=1[N:35]=2)[CH:31]=[CH:30][C:29]=3[NH:37][C:38]([CH:40]1[CH2:45][CH2:44][NH:43][CH2:42][CH2:41]1)=[O:39].[CH3:47][C:48]1[C:52]([C:53](Cl)=[O:54])=[C:51]([CH3:56])[O:50][N:49]=1>>[F:1][C:2]([F:7])([F:6])[C:3]([OH:5])=[O:4].[Cl:15][C:16]1[CH:17]=[N:18][C:19]2[NH:20][C:21]3[CH:22]=[CH:23][CH:24]=[C:25]([CH:46]=3)[CH2:26][CH2:27][C:28]3[CH:36]=[C:32]([NH:33][C:34]=1[N:35]=2)[CH:31]=[CH:30][C:29]=3[NH:37][C:38]([CH:40]1[CH2:45][CH2:44][N:43]([C:53]([C:52]2[C:48]([CH3:47])=[N:49][O:50][C:51]=2[CH3:56])=[O:54])[CH2:42][CH2:41]1)=[O:39] |f:0.1.2,4.5|. Product: FC(C(=O)O)(F)F.ClC=1C=NC=2NC=3C=CC=C(CCC4=C(C=CC(NC1N2)=C4)NC(=O)C4CCN(CC4)C(=O)C=4C(=NOC4C)C)C3 (N-[6-Chloro-2,4,8,22-tetraazatetracyclo[14.3.1.1(3,7).1(9,13)]docosa-1(20), 3(22),4,6,9(21),10,12,16,18-nonaen-12-yl]-1-[(3,5-dimethylisoxazol-4-yl)carbonyl]piperidine-4-carboxamide trifluoroacetate). Procedure details: The desired compound was prepared according to the procedure of Example A20, using N-[6-chloro-2,4,8,22-tetraazatetracyclo[14.3.1.1(3,7).1(9,13)]docosa-1(20),3(22),4,6,9(21),10,12,16,18-nonaen-12-yl]piperidine-4-carboxamide bis(trifluoroacetate) and 3,5-dimethylisoxazole-4-carbonyl chloride as starting materials in 36% yield. LCMS for C30H31ClN7O3 (M+H)+: m/z=572.2. The yield is 36.0%.